Dataset: the Open Reaction Database (ORD), a public repository of structured organic reaction records. Task: describe an organic reaction: reactants, conditions, products, and yield Product: CC(C)(C)OC(=O)NCC(=O)NCc1ccc(NC(=C2C(=O)Nc3ccccc32)c2ccccc2)cc1. Reaction SMILES: [B-:39]([F:40])([F:41])([F:42])[F:43].[C:27]([CH3:28])([CH3:29])([CH3:30])[O:31][C:32](=[O:33])[NH:34][CH2:35][C:36](=[O:37])[OH:38].[CH2:71]([N:72]([CH:73]([CH3:74])[CH3:75])[CH:76]([CH3:77])[CH3:78])[CH3:79].[NH2:1][CH2:2][c:3]1[cH:4][cH:5][c:6]([NH:9][C:10]([c:11]2[cH:12][cH:13][cH:14][cH:15][cH:16]2)=[C:17]2[C:18](=[O:26])[NH:19][c:20]3[cH:21][cH:22][cH:23][cH:24][c:25]32)[cH:7][cH:8]1.[O:80]=[CH:81][N:82]([CH3:83])[CH3:84].[OH:61][n:62]1[c:63]2[c:64]([cH:65][cH:66][cH:67][cH:68]2)[n:69][n:70]1.[n:44]1([O:45][C:46]([N:47]([CH3:48])[CH3:49])=[N+:50]([CH3:51])[CH3:52])[c:53]2[cH:54][cH:55][cH:56][cH:57][c:58]2[n:59][n:60]1>>[NH:1]([CH2:2][c:3]1[cH:4][cH:5][c:6]([NH:9][C:10]([c:11]2[cH:12][cH:13][cH:14][cH:15][cH:16]2)=[C:17]2[C:18](=[O:26])[NH:19][c:20]3[cH:21][cH:22][cH:23][cH:24][c:25]32)[cH:7][cH:8]1)[C:36]([CH2:35][NH:34][C:32]([O:31][C:27]([CH3:28])([CH3:29])[CH3:30])=[O:33])=[O:37]. The reactants are F[B-](F)(F)F, CC(C)(C)OC(=O)NCC(=O)O, CCN(C(C)C)C(C)C, NCc1ccc(NC(=C2C(=O)Nc3ccccc32)c2ccccc2)cc1, CN(C)C=O, On1nnc2ccccc21, CN(C)C(On1nnc2ccccc21)=[N+](C)C. Reactants: NC=1C=CC(=C(C1)[C@]1(N=C(OCC1(F)F)N)C)F ((R)-4-(5-amino-2-fluoro-phenyl)-5,5-difluoro-4-methyl-5,6-dihydro-4H-[1,3]oxazin-2-ylamine), FC1(C(C1)C(=O)O)F ((RS)-2,2-difluoro-cyclopropanecarboxylic acid). The product is NC=1OCC([C@@](N1)(C)C=1C=C(C=CC1F)NC(=O)C1C(C1)(F)F)(F)F ((RS)-2,2-Difluoro-cyclopropanecarboxylic acid [3-((R)-2-amino-5,5-difluoro-4-methyl-5,6-dihydro-4H-[1,3]oxazin-4-yl)-4-fluoro-phenyl]-amide). As a reaction SMILES: [NH2:1][C:2]1[CH:3]=[CH:4][C:5]([F:18])=[C:6]([C@:8]2([CH3:17])[C:13]([F:15])([F:14])[CH2:12][O:11][C:10]([NH2:16])=[N:9]2)[CH:7]=1.[F:19][C:20]1([F:26])[CH2:22][CH:21]1[C:23](O)=[O:24]>>[NH2:16][C:10]1[O:11][CH2:12][C:13]([F:14])([F:15])[C@:8]([C:6]2[CH:7]=[C:2]([NH:1][C:23]([CH:21]3[CH2:22][C:20]3([F:26])[F:19])=[O:24])[CH:3]=[CH:4][C:5]=2[F:18])([CH3:17])[N:9]=1. Procedure details: The condensation of (R)-4-(5-amino-2-fluoro-phenyl)-5,5-difluoro-4-methyl-5,6-dihydro-4H-[1,3]oxazin-2-ylamine (intermediate XI-1) and (RS)-2,2-difluoro-cyclopropanecarboxylic acid following procedure I yielded the title compound as a colorless solid. MS (ISP): m/z=364.2 [M+H]+. Reactants: O=C([O-])[O-], CC#N, Cn1ncc(NCCCl)cc1=O, Cl, Fc1ccc2c(C3CCNCC3)noc2c1, [I-], [K+], [K+], [K+]. The product is Cn1ncc(NCCN2CCC(c3noc4cc(F)ccc34)CC2)cc1=O. RXN SMILES: [C:30](=[O:31])([O-:32])[O-:33].[CH3:38][C:39]#[N:40].[Cl:2][CH2:3][CH2:4][NH:5][c:6]1[cH:7][c:8](=[O:13])[n:9]([CH3:12])[n:10][cH:11]1.[ClH:1].[F:14][c:15]1[cH:16][c:17]2[c:18]([c:19]([CH:22]3[CH2:23][CH2:24][NH:25][CH2:26][CH2:27]3)[n:20][o:21]2)[cH:28][cH:29]1.[I-:37].[K+:34].[K+:35].[K+:36]>>[CH2:3]([CH2:4][NH:5][c:6]1[cH:7][c:8](=[O:13])[n:9]([CH3:12])[n:10][cH:11]1)[N:25]1[CH2:24][CH2:23][CH:22]([c:19]2[c:18]3[c:17]([cH:16][c:15]([F:14])[cH:29][cH:28]3)[o:21][n:20]2)[CH2:27][CH2:26]1. Reactants: COC(=O)C(O)Cc1ccc(OCc2ccccc2)cc1, Oc1ccccc1. Product: COC(=O)C(Cc1ccc(OCc2ccccc2)cc1)Oc1ccccc1. Reaction SMILES: [CH3:1][O:2][C:3]([CH:4]([CH2:5][c:6]1[cH:7][cH:8][c:9]([O:12][CH2:13][c:14]2[cH:15][cH:16][cH:17][cH:18][cH:19]2)[cH:10][cH:11]1)[OH:20])=[O:21].[OH:22][c:23]1[cH:24][cH:25][cH:26][cH:27][cH:28]1>>[CH3:1][O:2][C:3]([CH:4]([CH2:5][c:6]1[cH:7][cH:8][c:9]([O:12][CH2:13][c:14]2[cH:15][cH:16][cH:17][cH:18][cH:19]2)[cH:10][cH:11]1)[O:20][c:23]1[cH:24][cH:25][cH:26][cH:27][cH:28]1)=[O:21]. The reactants are CC(C)(C)OC(=O)Cn1ccc2ccc(O)cc21, Cc1sc(-c2ccccc2)nc1CCO, CC(C)(C)OC(=O)N=NC(=O)OC(C)(C)C, c1ccc(P(c2ccccc2)c2ccccc2)cc1. The product is Cc1sc(-c2ccccc2)nc1CCOc1ccc2ccn(CC(=O)OC(C)(C)C)c2c1. Reaction SMILES: [C:1]([CH3:2])([CH3:3])([CH3:4])[O:5][C:6]([CH2:7][n:8]1[cH:9][cH:10][c:11]2[cH:12][cH:13][c:14]([OH:17])[cH:15][c:16]12)=[O:18].[CH3:19][c:20]1[c:21]([CH2:31][CH2:32][OH:33])[n:22][c:23](-[c:25]2[cH:26][cH:27][cH:28][cH:29][cH:30]2)[s:24]1.[N:53]([C:54]([O:55][C:56]([CH3:57])([CH3:58])[CH3:59])=[O:60])=[N:61][C:62]([O:63][C:64]([CH3:65])([CH3:66])[CH3:67])=[O:68].[c:34]1([P:35]([c:36]2[cH:37][cH:38][cH:39][cH:40][cH:41]2)[c:42]2[cH:43][cH:44][cH:45][cH:46][cH:47]2)[cH:48][cH:49][cH:50][cH:51][cH:52]1>>[C:1]([CH3:2])([CH3:3])([CH3:4])[O:5][C:6]([CH2:7][n:8]1[cH:9][cH:10][c:11]2[cH:12][cH:13][c:14]([O:17][CH2:32][CH2:31][c:21]3[c:20]([CH3:19])[s:24][c:23](-[c:25]4[cH:26][cH:27][cH:28][cH:29][cH:30]4)[n:22]3)[cH:15][c:16]12)=[O:18]. Reactants: [OH-].[Na+] (Sodium hydroxide), CN1N=C(C=2N=C(NC(C21)=O)C=2C=C(C=NC2OCCC)NC(CC(=O)OC)=O)CCC (Methyl 3-{[5-(1-methyl-7-oxo-3-propyl-6,7-dihydro-1H-pyrazolo[4,3-d]-pyrimidin-5-yl)-6-propoxy-3-pyridinyl]amino}-3-oxopropanoate), resultant mixture. Solvent: CO (methanol). Yields the product CN1N=C(C=2N=C(NC(C21)=O)C=2C=C(C=NC2OCCC)NC(CC(=O)O)=O)CCC (N-[5-(1-Methyl-7-oxo-3-propyl-6,7-dihydro-1H-pyrazolo[4,3-d]pyrimidin-5-yl)-6-propoxy-3-pyridinyl]-3-oxo-β-alanine). The yield is 77.8%. RXN SMILES: [OH-].[Na+].[CH3:3][N:4]1[C:12]2[C:11](=[O:13])[NH:10][C:9]([C:14]3[CH:15]=[C:16]([NH:24][C:25](=[O:31])[CH2:26][C:27]([O:29]C)=[O:28])[CH:17]=[N:18][C:19]=3[O:20][CH2:21][CH2:22][CH3:23])=[N:8][C:7]=2[C:6]([CH2:32][CH2:33][CH3:34])=[N:5]1>CO>[CH3:3][N:4]1[C:12]2[C:11](=[O:13])[NH:10][C:9]([C:14]3[CH:15]=[C:16]([NH:24][C:25](=[O:31])[CH2:26][C:27]([OH:29])=[O:28])[CH:17]=[N:18][C:19]=3[O:20][CH2:21][CH2:22][CH3:23])=[N:8][C:7]=2[C:6]([CH2:32][CH2:33][CH3:34])=[N:5]1 |f:0.1|. Procedure details: Sodium hydroxide (2 N, aq., 1 mL) was added to a solution of the title compound of Example 78 (79 mg, 0.18 mmol) in methanol (10 mL) and the resultant mixture stirred at room temperature for 19 h, concentrated in vacuo and the residue dissolved in water (20 mL). After washing with dichloromethane (20 mL), the aqueous phase was acidified to pH 2-3 with 2 M HCl and the resultant white precipitate removed by filtration and dried to afford the title compound (58 mg, 0.14 mmol). The reactants are Fc1ccc(Br)c(Cl)c1, C1CNCCN1, CC(C)(C)[O-], Cc1ccccc1, [Na+], O=C(C=Cc1ccccc1)C=Cc1ccccc1, O=C(C=Cc1ccccc1)C=Cc1ccccc1, O=C(C=Cc1ccccc1)C=Cc1ccccc1, [Pd], [Pd], c1ccc(P(c2ccccc2)c2ccc3ccccc3c2-c2c(P(c3ccccc3)c3ccccc3)ccc3ccccc23)cc1. Product: Fc1ccc(N2CCNCC2)c(Cl)c1. RXN SMILES: [Br:1][c:2]1[c:3]([Cl:9])[cH:4][c:5]([F:8])[cH:6][cH:7]1.[CH2:10]1[CH2:11][NH:12][CH2:13][CH2:14][NH:15]1.[CH3:16][C:17]([CH3:18])([O-:19])[CH3:20].[CH3:68][c:69]1[cH:70][cH:71][cH:72][cH:73][cH:74]1.[Na+:21].[O:113]=[C:114]([CH:115]=[CH:116][c:117]1[cH:118][cH:119][cH:120][cH:121][cH:122]1)[CH:123]=[CH:124][c:125]1[cH:126][cH:127][cH:128][cH:129][cH:130]1.[O:77]=[C:78]([CH:79]=[CH:80][c:81]1[cH:82][cH:83][cH:84][cH:85][cH:86]1)[CH:87]=[CH:88][c:89]1[cH:90][cH:91][cH:92][cH:93][cH:94]1.[O:95]=[C:96]([CH:97]=[CH:98][c:99]1[cH:100][cH:101][cH:102][cH:103][cH:104]1)[CH:105]=[CH:106][c:107]1[cH:108][cH:109][cH:110][cH:111][cH:112]1.[Pd:75].[Pd:76].[c:22]1([P:23]([c:24]2[cH:25][cH:26][cH:27][cH:28][cH:29]2)[c:30]2[cH:31][cH:32][c:33]3[c:34]([cH:35][cH:36][cH:37][cH:38]3)[c:39]2-[c:40]2[c:41]3[c:42]([cH:43][cH:44][cH:45][cH:46]3)[cH:47][cH:48][c:49]2[P:50]([c:51]2[cH:52][cH:53][cH:54][cH:55][cH:56]2)[c:57]2[cH:58][cH:59][cH:60][cH:61][cH:62]2)[cH:63][cH:64][cH:65][cH:66][cH:67]1>>[c:2]1([N:12]2[CH2:11][CH2:10][NH:15][CH2:14][CH2:13]2)[c:3]([Cl:9])[cH:4][c:5]([F:8])[cH:6][cH:7]1.